This data is from the Open Reaction Database (ORD), a public repository of structured organic reaction records. The task is: describe an organic reaction: reactants, conditions, products, and yield Reactants: [N+](=O)([O-])C=1C=C(C(=O)CCC(=O)O)C=CC1NC(C)=O (3-(3'-nitro-4'-acetylamino-benzoyl)-propionic acid), O.NN (hydrazine hydrate). Run in C(C)(=O)O (acetic acid). Yields the product [N+](=O)([O-])C=1C=C(C=CC1NC(C)=O)C=1CCC(NN1)=O (6-(3'-Nitro-4'-acetylamino-phenyl)-4,5-dihydro-3(2H)-pyridazinone). Reaction SMILES: [N+:1]([C:4]1[CH:5]=[C:6]([CH:14]=[CH:15][C:16]=1[NH:17][C:18](=[O:20])[CH3:19])[C:7]([CH2:9][CH2:10][C:11](O)=[O:12])=O)([O-:3])=[O:2].O.[NH2:22][NH2:23]>C(O)(=O)C>[N+:1]([C:4]1[CH:5]=[C:6]([C:7]2[CH2:9][CH2:10][C:11](=[O:12])[NH:22][N:23]=2)[CH:14]=[CH:15][C:16]=1[NH:17][C:18](=[O:20])[CH3:19])([O-:3])=[O:2] |f:1.2|. Procedure details: 32.5 gm of 3-(3'-nitro-4'-acetylamino-benzoyl)-propionic acid were added toa solution of 32.5 gm of hydrazine hydrate in 180 ml of glacial acetic acid, and the mixture was heated on a steam bath. After cooling, the precipitate formed thereby was suction-filtered off and washed with ether,yielding the desired compound; m.p. 223° C. Product: [N+](=O)([O-])CCC1=CC2=CC=CC=C2C=C1 (2-(2-Nitroethyl)naphthalene). RXN SMILES: [BH4-].[Na+].[N+:3]([CH:6]=[CH:7][C:8]1[CH:17]=[CH:16][C:15]2[C:10](=[CH:11][CH:12]=[CH:13][CH:14]=2)[CH:9]=1)([O-:5])=[O:4]>O1CCOCC1.C(O)C>[N+:3]([CH2:6][CH2:7][C:8]1[CH:17]=[CH:16][C:15]2[C:10](=[CH:11][CH:12]=[CH:13][CH:14]=2)[CH:9]=1)([O-:5])=[O:4] |f:0.1|. Isolated yield 6.7%. Procedure details: To a suspension of sodium borohydride (4 g) in a mixture of dioxane (85 ml) and ethanol (30 ml) was added dropwise a solution of 2-(2-nitroethenyl)naphthalene (100 g) in dioxane (90 ml) over 30 minutes. The flask was cooled with a cold water bath during addition. Stirring was maintained for an additional 11/2hours. Ice (100 ml) and 50% aqueous acetic acid room temperature, concentrated in vacuo and extracted with methylene chloride. The organic layer was washed with water, saturated aqueous sodi... Reactants: [BH4-].[Na+] (sodium borohydride), [N+](=O)([O-])C=CC1=CC2=CC=CC=C2C=C1 (2-(2-nitroethenyl)naphthalene). Run in O1CCOCC1 (dioxane), O1CCOCC1 (dioxane), C(C)O (ethanol). The reactants are COC(=O)C(=Cc1cnc2ccccc2c1)NC(=O)c1ccc(C(O)CCc2cccc(O)c2)cc1Cl, CO, CO, [Na+], C1CCOC1, C1CCOC1, [OH-], O. Yields the product O=C(O)C(=Cc1cnc2ccccc2c1)NC(=O)c1ccc(C(O)CCc2cccc(O)c2)cc1Cl. As a reaction SMILES: [CH3:3][O:4][C:5]([C:6](=[CH:7][c:8]1[cH:9][n:10][c:11]2[cH:12][cH:13][cH:14][cH:15][c:16]2[cH:17]1)[NH:18][C:19]([c:20]1[c:21]([Cl:37])[cH:22][c:23]([CH:26]([CH2:27][CH2:28][c:29]2[cH:30][c:31]([OH:35])[cH:32][cH:33][cH:34]2)[OH:36])[cH:24][cH:25]1)=[O:38])=[O:39].[CH3:41][OH:42].[CH3:53][OH:54].[Na+:2].[O:43]1[CH2:44][CH2:45][CH2:46][CH2:47]1.[O:48]1[CH2:49][CH2:50][CH2:51][CH2:52]1.[OH-:1].[OH2:40]>>[O:4]=[C:5]([C:6](=[CH:7][c:8]1[cH:9][n:10][c:11]2[cH:12][cH:13][cH:14][cH:15][c:16]2[cH:17]1)[NH:18][C:19]([c:20]1[c:21]([Cl:37])[cH:22][c:23]([CH:26]([CH2:27][CH2:28][c:29]2[cH:30][c:31]([OH:35])[cH:32][cH:33][cH:34]2)[OH:36])[cH:24][cH:25]1)=[O:38])[OH:39]. Reactants: C(C1=CC=CC=C1)OC1=C(C=C(C(=C1)OCC1=CC=CC=C1)C(=C)C)C(=O)N1CCC(CC1)CC=O (2—(1-{[2,4-bis(benzyloxy)-5-(prop-1-en-2-yl)phenyl]carbonyl}piperidin-4-yl)acetaldehyde), C(C)(C)(C)OC([C@@H](N)CC1=CC=CC=C1)=O (L-phenylalanine tert-butyl ester). Yields the product OC1=C(C=C(C(=C1)O)C(C)C)C(=O)N1CCC(CC1)CCN[C@@H](CC1=CC=CC=C1)C(=O)OC(C)(C)C (tert-butyl N-[2-(1-{[2,4-dihydroxy-5-(propan-2-yl)phenyl]carbonyl}piperidin-4-yl)ethyl]-L-phenylalaninate). As a reaction SMILES: C([O:8][C:9]1[CH:14]=[C:13]([O:15]CC2C=CC=CC=2)[C:12]([C:23]([CH3:25])=[CH2:24])=[CH:11][C:10]=1[C:26]([N:28]1[CH2:33][CH2:32][CH:31]([CH2:34][CH:35]=O)[CH2:30][CH2:29]1)=[O:27])C1C=CC=CC=1.[C:37]([O:41][C:42](=[O:52])[C@H:43]([CH2:45][C:46]1[CH:51]=[CH:50][CH:49]=[CH:48][CH:47]=1)[NH2:44])([CH3:40])([CH3:39])[CH3:38]>>[OH:8][C:9]1[CH:14]=[C:13]([OH:15])[C:12]([CH:23]([CH3:24])[CH3:25])=[CH:11][C:10]=1[C:26]([N:28]1[CH2:33][CH2:32][CH:31]([CH2:34][CH2:35][NH:44][C@H:43]([C:42]([O:41][C:37]([CH3:40])([CH3:38])[CH3:39])=[O:52])[CH2:45][C:46]2[CH:51]=[CH:50][CH:49]=[CH:48][CH:47]=2)[CH2:30][CH2:29]1)=[O:27]. Procedure: Prepared from Intermediate D and L-phenylalanine tert-butyl ester. 1H NMR (300 MHz, d3-MeOD) 7.46-7.21 (5H, m), 6.95 (1H, s), 6.34 (1H, s), 4.32-4.09 (3H, m), 3.27-2.88 (6H, m), 1.84-1.63 (5H, m), 1.34 (9H, s), 1.19 (6H, d, J=7.0 Hz). LC/MS: purity 97.5%, m/z 511 [M+H]+